This data is from the Open Reaction Database (ORD), a public repository of structured organic reaction records. The task is: describe an organic reaction: reactants, conditions, products, and yield The reactants are O=[O+][O-] (ozone), O=[O+][O-] (ozone), C(C=CC)C1C(C2=CC(=CC=C2C1)OS(=O)(=O)C)=O ((RS)-2-(2-buten-1-yl)-6-mesyloxy-1-indanone). Run in ClCCl (dichloromethane), CO (methanol). Conditions: time 55 minute. The product is O=CCC1C(C2=CC(=CC=C2C1)OS(=O)(=O)C)=O ((RS)-2-(2-oxoethyl)-6-mesyloxy-1-indanone). Isolated yield 85.0%. As a reaction SMILES: [O:1]=[O+][O-].[CH2:4]([CH:8]1[CH2:16][C:15]2[C:10](=[CH:11][C:12]([O:17][S:18]([CH3:21])(=[O:20])=[O:19])=[CH:13][CH:14]=2)[C:9]1=[O:22])[CH:5]=CC>ClCCl.CO>[O:1]=[CH:5][CH2:4][CH:8]1[CH2:16][C:15]2[C:10](=[CH:11][C:12]([O:17][S:18]([CH3:21])(=[O:20])=[O:19])=[CH:13][CH:14]=2)[C:9]1=[O:22]. Procedure details: An ozone stream (2 g ozone/hour) was conducted for 55 minutes while stirring through a solution, cooled to -70°, of 11.3 g of (RS)-2-(2-buten-1-yl)-6-mesyloxy-1-indanone in 300 ml of anhydrous dichloromethane and 60 ml of anhydrous methanol. Subsequently, the solution was flushed with oxygen for 5 minutes and with argon for 10 minutes. After the addition of 4.51 ml of dimethyl sulfide, the mixture was stirred at room temperature for 15 hours. The reaction mixture was evaporated in a vacuum. The ... Reactants: [OH-].[Li+] (lithium hydroxide), [OH-].[Li+] (lithium hydroxide), Cl (hydrochloric acid), COCCC1OCC(CO1)(C(=O)OC)C (methyl 2-(2-methoxyethyl)-5-methyl-1,3-dioxane-5-carboxylate). The solvent is O (water), O (water), O1CCCC1 (tetrahydrofuran). Conditions: time 16 hour. Product: COCCC1OCC(CO1)(C(=O)O)C (2-(2-Methoxyethyl)-5-methyl-1,3-dioxane-5-carboxylic acid). Reaction SMILES: [CH3:1][O:2][CH2:3][CH2:4][CH:5]1[O:10][CH2:9][C:8]([CH3:15])([C:11]([O:13]C)=[O:12])[CH2:7][O:6]1.[OH-].[Li+].Cl>O1CCCC1.O>[CH3:1][O:2][CH2:3][CH2:4][CH:5]1[O:6][CH2:7][C:8]([CH3:15])([C:11]([OH:13])=[O:12])[CH2:9][O:10]1 |f:1.2|. Procedure: 478 mg of methyl 2-(2-methoxyethyl)-5-methyl-1,3-dioxane-5-carboxylate (Va-9) are dissolved in 8 ml of tetrahydrofuran, and 92 mg of lithium hydroxide in 2 ml of water are added. The mixture is stirred at room temperature for 16 hours, 92 mg of lithium hydroxide, dissolved in 2 ml of water, are added, and the mixture is stirred for 24 hours. The mixture is acidified with 1N hydrochloric acid and extracted with ethyl acetate, and the solvent of the organic phase is removed under reduced pressure.... Reactants: C(CCC)[Li] (n-butyllithium), FC=1C=NC=C(C1)F (3,5-difluoropyridine), C1(CCCCC1)P(C1=C(C=CC=C1)C1=C(C=CC=C1OC(C)C)OC(C)C)C1CCCCC1 (2-dicyclohexylphosphino-2′,6′-diisopropoxybiphenyl), CC1=NC2=CC=C(C=C2C(=C1C)OS(=O)(=O)C(F)(F)F)C(=O)OCC (ethyl 2,3-dimethyl-4-{[(trifluoromethyl)sulfonyl]oxy}quinoline-6-carboxylate). The reagents and catalysts are [Cl-].[Zn+2].[Cl-] (zinc chloride), C=1C=CC(=CC1)/C=C/C(=O)/C=C/C2=CC=CC=C2.C=1C=CC(=CC1)/C=C/C(=O)/C=C/C2=CC=CC=C2.C=1C=CC(=CC1)/C=C/C(=O)/C=C/C2=CC=CC=C2.[Pd].[Pd] (Tris(dibenzylideneacetone)dipalladium). The solvent is C1CCOC1 (THF). Conditions: time 1 hour. The product is FC=1C=NC=C(C1C1=C(C(=NC2=CC=C(C=C12)C(=O)OCC)C)C)F (ethyl 4-(3,5-difluoropyridin-4-yl)-2,3-dimethylquinoline-6-carboxylate). Isolated yield 18.7%. Reaction SMILES: C([Li])CCC.[F:6][C:7]1[CH:8]=[N:9][CH:10]=[C:11]([F:13])[CH:12]=1.C1(P(C2CCCCC2)C2C=CC=CC=2C2C(OC(C)C)=CC=CC=2OC(C)C)CCCCC1.[CH3:47][C:48]1[C:57]([CH3:58])=[C:56](OS(C(F)(F)F)(=O)=O)[C:55]2[C:50](=[CH:51][CH:52]=[C:53]([C:67]([O:69][CH2:70][CH3:71])=[O:68])[CH:54]=2)[N:49]=1>[Cl-].[Zn+2].[Cl-].C1C=CC(/C=C/C(/C=C/C2C=CC=CC=2)=O)=CC=1.C1C=CC(/C=C/C(/C=C/C2C=CC=CC=2)=O)=CC=1.C1C=CC(/C=C/C(/C=C/C2C=CC=CC=2)=O)=CC=1.[Pd].[Pd].C1COCC1>[F:6][C:7]1[CH:8]=[N:9][CH:10]=[C:11]([F:13])[C:12]=1[C:56]1[C:55]2[C:50](=[CH:51][CH:52]=[C:53]([C:67]([O:69][CH2:70][CH3:71])=[O:68])[CH:54]=2)[N:49]=[C:48]([CH3:47])[C:57]=1[CH3:58] |f:4.5.6,7.8.9.10.11|. Procedure: Under argon gas atmosphere, n-butyllithium (1.6 M THF solution, 1.3 mL) was added dropwise to a mixture of 3,5-difluoropyridine (238 mg) and THF (4 mL) at −78° C., followed by stirring at the same temperature for one hour. Then, zinc chloride (0.5 M THF solution, 3.8 mL) was slowly added stirried at the same temperature for 30 minutes and further for an additional hour at room temperature. Tris(dibenzylideneacetone)dipalladium (73 mg), 2-dicyclohexylphosphino-2′,6′-diisopropoxybiphenyl (148 mg),... Reactants: S(=O)(=O)(C(F)(F)F)OS(=O)(=O)C(F)(F)F (Triflic anhydride), CC=1C=C(C=C(C1)C1=CC=CC=C1)O (3-methyl-5-phenylphenol). Run in N1=CC=CC=C1 (pyridine). Conditions: time 4 hour. Product: FC(S(=O)(=O)OC=1C=C(C=C(C1)C1=CC=CC=C1)C)(F)F (3-trifluoromethanesulfonyloxy-5-phenyltoluene). The yield is 83.0%. As a reaction SMILES: [S:1]([O:8]S(C(F)(F)F)(=O)=O)([C:4]([F:7])([F:6])[F:5])(=[O:3])=[O:2].[CH3:16][C:17]1[CH:18]=[C:19](O)[CH:20]=[C:21]([C:23]2[CH:28]=[CH:27][CH:26]=[CH:25][CH:24]=2)[CH:22]=1>N1C=CC=CC=1>[F:5][C:4]([F:7])([F:6])[S:1]([O:8][C:19]1[CH:18]=[C:17]([CH3:16])[CH:22]=[C:21]([C:23]2[CH:24]=[CH:25][CH:26]=[CH:27][CH:28]=2)[CH:20]=1)(=[O:3])=[O:2]. Procedure details: Triflic anhydride (26 ml; 0.15 mol) was added to a solution of 3-methyl-5-phenylphenol (22.4 g; 0.15 mol) in pyridine (140 ml), at 0° C. The mixture was stirred at ambient temperature for 4 hours. After evaporation of the pyridine, the residue was acidified to pH 3 with 6N HCl and extracted with ether. The organic phase was evaporated and the residue purified by flash chromatography eluting with petroleum ether/ethyl acetate (94/6) to give 3-trifluoromethanesulfonyloxy-5-phenyltoluene as an oil.... Reactants: [Br-], CC(=O)c1ccc(OCCCN2CC(C)CC(C)C2)cc1, C[Mg+], C1CCOC1. The product is CC1CC(C)CN(CCCOc2ccc(C(C)(C)O)cc2)C1. RXN SMILES: [Br-:22].[C:1]([CH3:2])(=[O:3])[c:4]1[cH:5][cH:6][c:7]([O:8][CH2:9][CH2:10][CH2:11][N:12]2[CH2:13][CH:14]([CH3:19])[CH2:15][CH:16]([CH3:18])[CH2:17]2)[cH:20][cH:21]1.[CH3:23][Mg+:24].[O:25]1[CH2:26][CH2:27][CH2:28][CH2:29]1>>[C:1]([CH3:2])([OH:3])([c:4]1[cH:5][cH:6][c:7]([O:8][CH2:9][CH2:10][CH2:11][N:12]2[CH2:13][CH:14]([CH3:19])[CH2:15][CH:16]([CH3:18])[CH2:17]2)[cH:20][cH:21]1)[CH3:23]. The reactants are ClC=1C2=C(N=C(N1)C1=CC=C(C=C1)C(=O)OC)SC1=C2C=CC=C1 (methyl 4-(4-chlorobenzothieno[2, 3-d]pyrimidin-2-yl)phenylcarboxylate), [S].N1=CN=CC2=C1SC1=C2CCCC1 (5,6,7,8-tetrahydrobenzothieno[2,3-d]pyrimidine compound with sulfur), P(=O)(Cl)(Cl)Cl.CNC (phosphorus oxychloride dimethylamine), ClC=1C=C(CN)C=CC1OC (3-chloro-4-methoxybenzylamine). The solvent is CN1C(CCC1)=O (N-methylpyrrolidone). Product: ClC=1C=C(CNC=2C3=C(N=C(N2)C2=CC=C(C(=O)OC)C=C2)SC2=C3C=CC=C2)C=CC1OC (methyl 4-[4-(3-chloro-4-methoxybenzylamino)benzothieno[2,3-d]pyrimidin-2-yl]-benzoate). Yield: 125.5%. RXN SMILES: Cl[C:2]1[C:3]2[C:20]3[CH:21]=[CH:22][CH:23]=[CH:24][C:19]=3[S:18][C:4]=2[N:5]=[C:6]([C:8]2[CH:13]=[CH:12][C:11]([C:14]([O:16][CH3:17])=[O:15])=[CH:10][CH:9]=2)[N:7]=1.[S].N1C2SC3CCCCC=3C=2C=NC=1.P(Cl)(Cl)(Cl)=O.CNC.[Cl:47][C:48]1[CH:49]=[C:50]([CH:53]=[CH:54][C:55]=1[O:56][CH3:57])[CH2:51][NH2:52]>CN1CCCC1=O>[Cl:47][C:48]1[CH:49]=[C:50]([CH:53]=[CH:54][C:55]=1[O:56][CH3:57])[CH2:51][NH:52][C:2]1[C:3]2[C:20]3[CH:21]=[CH:22][CH:23]=[CH:24][C:19]=3[S:18][C:4]=2[N:5]=[C:6]([C:8]2[CH:9]=[CH:10][C:11]([C:14]([O:16][CH3:17])=[O:15])=[CH:12][CH:13]=2)[N:7]=1 |f:1.2,3.4,^3:24|. Reported procedure: A mixture of 1.5 g of methyl 4-(4-chlorobenzothieno[2, 3-d]pyrimidin-2-yl)phenylcarboxylate (“B”), prepared by dehydrogenation of the corresponding 5,6,7,8-tetrahydrobenzothieno[2,3-d]pyrimidine compound with sulfur and subsequent chlorination with phosphorus oxychloride/dimethylamine, and 1.5 g of 3-chloro-4-methoxybenzylamine in 20 ml of N-methylpyrrolidone is heated at 110° for 4 hours. After cooling, the mixture is worked up in the customary manner. 2.6 g of methyl 4-[4-(3-chloro-4-methoxybe... Starting materials: N([O])(S(=O)(=O)[O-])S(=O)(=O)[O-].[K+].[K+] (Potassium nitrosodisulfonate), C(C)(=O)[O-].[Na+] (sodium acetate), OC1=C(C(=CC(=C1OC)OC)C)CCCCCCCCCC(C)(O)C (11-(2-hydroxy-3,4-dimethoxy-6-methylpheyl)-2-methylundecan-2-ol). Run in CO.O (methanol water), O (water). Reaction conditions: temperature 50 celsius, time 14 hour. The product is OC(CCCCCCCCCC1=C(C(C(=C(C1=O)OC)OC)=O)C)(C)C (6-(10-hydroxy-10-methylundecyl)-2,3-dimethoxy-5-methyl-1,4-benzoquinone). Isolated yield 68.1%. As a reaction SMILES: N(S([O-])(=O)=O)(S([O-])(=O)=O)[O].[K+].[K+].C([O-])(=[O:15])C.[Na+].[OH:18][C:19]1[C:24]([O:25][CH3:26])=[C:23]([O:27][CH3:28])[CH:22]=[C:21]([CH3:29])[C:20]=1[CH2:30][CH2:31][CH2:32][CH2:33][CH2:34][CH2:35][CH2:36][CH2:37][CH2:38][C:39]([CH3:42])([OH:41])[CH3:40]>CO.O.O>[OH:41][C:39]([CH3:42])([CH3:40])[CH2:38][CH2:37][CH2:36][CH2:35][CH2:34][CH2:33][CH2:32][CH2:31][CH2:30][C:20]1[C:19](=[O:18])[C:24]([O:25][CH3:26])=[C:23]([O:27][CH3:28])[C:22](=[O:15])[C:21]=1[CH3:29] |f:0.1.2,3.4,6.7,^1:9|. Procedure: Potassium nitrosodisulfonate (12 g) and sodium acetate (12 g) are suspended in methanol-water (5:2, 210 ml), and 11-(2-hydroxy-3,4-dimethoxy-6-methylpheyl)-2-methylundecan-2-ol (2.4 g) is added thereto. The mixture is stirred at 50° C. for 14 hours and then diluted with water (100 ml). The methanol is distilled off. The aqueous soliution is extracted with ethyl acetate (200 ml), and the extract is washed with water, dried and concentrated under reduced pressure. The residue is subjected to silic... Starting materials: O=C1CCC(=O)N1Br, CN(C)C=O, O, O=C(O)c1ccsc1. The product is O=C(O)c1csc(Br)c1. RXN SMILES: [Br:9][N:10]1[C:11](=[O:12])[CH2:13][CH2:14][C:15]1=[O:16].[CH3:18][N:19]([CH3:20])[CH:21]=[O:22].[OH2:17].[s:1]1[cH:2][c:3]([C:6](=[O:7])[OH:8])[cH:4][cH:5]1>>[s:1]1[cH:2][c:3]([C:6](=[O:7])[OH:8])[cH:4][c:5]1[Br:9]. Starting materials: O=C([O-])[O-], CC#N, CI, O=c1cc(C(F)(F)F)[nH]c(=O)n1-n1ccc2c(Cl)cccc21, [K+], [K+]. Product: Cn1c(C(F)(F)F)cc(=O)n(-n2ccc3c(Cl)cccc32)c1=O. RXN SMILES: [C:23](=[O:24])([O-:25])[O-:26].[C:31](#[N:32])[CH3:33].[CH3:29][I:30].[Cl:1][c:2]1[c:3]2[cH:4][cH:5][n:6](-[n:11]3[c:12](=[O:22])[nH:13][c:14]([C:18]([F:19])([F:20])[F:21])[cH:15][c:16]3=[O:17])[c:7]2[cH:8][cH:9][cH:10]1.[K+:27].[K+:28]>>[Cl:1][c:2]1[c:3]2[cH:4][cH:5][n:6](-[n:11]3[c:12](=[O:22])[n:13]([CH3:23])[c:14]([C:18]([F:19])([F:20])[F:21])[cH:15][c:16]3=[O:17])[c:7]2[cH:8][cH:9][cH:10]1.